Dataset: the Open Reaction Database (ORD), a public repository of structured organic reaction records. Task: describe an organic reaction: reactants, conditions, products, and yield The reactants are C(C1=CC=CC=C1)OC=1C=CC(=C(OC(CCC(=O)OCC)C2=C(C=CC=C2)C)C1)C=O (ethyl (RS)-4-(5-benzyloxy-2-formylphenoxy)-4-(2-methylphenyl)butanoate), Cl.NO (hydroxylamine hydrochloride), N1=CC=CC=C1 (pyridine). Solvent: C(C)O (ethanol). Product: C(C1=CC=CC=C1)OC=1C=CC(=C(OC(CCC(=O)OCC)C2=C(C=CC=C2)C)C1)C=NO (ethyl (RS)-4-(5-benzyloxy-2-hydroxyiminomethylphenoxy)-4-(2-methylphenyl)butanoate). Yield: 47.3%. As a reaction SMILES: [CH2:1]([O:8][C:9]1[CH:10]=[CH:11][C:12]([CH:31]=O)=[C:13]([CH:30]=1)[O:14][CH:15]([C:23]1[CH:28]=[CH:27][CH:26]=[CH:25][C:24]=1[CH3:29])[CH2:16][CH2:17][C:18]([O:20][CH2:21][CH3:22])=[O:19])[C:2]1[CH:7]=[CH:6][CH:5]=[CH:4][CH:3]=1.Cl.[NH2:34][OH:35].N1C=CC=CC=1>C(O)C>[CH2:1]([O:8][C:9]1[CH:10]=[CH:11][C:12]([CH:31]=[N:34][OH:35])=[C:13]([CH:30]=1)[O:14][CH:15]([C:23]1[CH:28]=[CH:27][CH:26]=[CH:25][C:24]=1[CH3:29])[CH2:16][CH2:17][C:18]([O:20][CH2:21][CH3:22])=[O:19])[C:2]1[CH:7]=[CH:6][CH:5]=[CH:4][CH:3]=1 |f:1.2|. Procedure details: A mixture of ethyl (RS)-4-(5-benzyloxy-2-formylphenoxy)-4-(2-methylphenyl)butanoate (0.49 g), hydroxylamine hydrochloride (0.1 g) and pyridine (0.1 g) in ethanol (10 mL) is heated at reflux for 1 hour. The solvent is then removed in vacuo and the residue is partitioned between water (50 mL) and ethyl acetate (50 mL). The aqueous layer is extracted with ethyl acetate (2×50 mL) and the combined organic extracts are washed with brine (50 mL), dried over magnesium sulphate and filtered and the solve... Starting materials: CCN(C(C)C)C(C)C (DIPEA), Cl.COC(=O)C1CNC1 (methylazetidine-3-carboxylate hydrochloride), C(CC)P1(OP(OP(O1)(=O)CCC)(=O)CCC)=O (T3P), FC(C=1C=C(C=C(C1)C(F)(F)F)C1=NN(C=N1)\C=C/C(=O)O)(F)F ((Z)-3-(3-(3,5-bis(trifluoromethyl)phenyl)-1H-1,2,4-triazol-1-yl)acrylic acid). Solvent: C(Cl)Cl (DCM). Reaction conditions: temperature -60 celsius, time 45 minute. Yields the product FC(C=1C=C(C=C(C1)C(F)(F)F)C1=NN(C=N1)\C=C/C(=O)N1CC(C1)C(=O)OC)(F)F ((Z)-methyl 1-(3-(3-(3,5-bis(trifluoromethyl)phenyl)-1H-1,2,4-triazol-1-yl)acryloyl)azetidine-3-carboxylate). Yield: 23.5%. As a reaction SMILES: [F:1][C:2]([F:24])([F:23])[C:3]1[CH:4]=[C:5]([C:13]2[N:17]=[CH:16][N:15](/[CH:18]=[CH:19]\[C:20](O)=[O:21])[N:14]=2)[CH:6]=[C:7]([C:9]([F:12])([F:11])[F:10])[CH:8]=1.Cl.[CH3:26][O:27][C:28]([CH:30]1[CH2:33][NH:32][CH2:31]1)=[O:29].C(P1(=O)OP(CCC)(=O)OP(CCC)(=O)O1)CC.CCN(C(C)C)C(C)C>C(Cl)Cl>[F:24][C:2]([F:1])([F:23])[C:3]1[CH:4]=[C:5]([C:13]2[N:17]=[CH:16][N:15](/[CH:18]=[CH:19]\[C:20]([N:32]3[CH2:33][CH:30]([C:28]([O:27][CH3:26])=[O:29])[CH2:31]3)=[O:21])[N:14]=2)[CH:6]=[C:7]([C:9]([F:10])([F:11])[F:12])[CH:8]=1 |f:1.2|. Reported procedure: (Z)-3-(3-(3,5-bis(trifluoromethyl)phenyl)-1H-1,2,4-triazol-1-yl)acrylic acid (0.5 g, 1.0 eq.) was dissolved in DCM (20 mL). The reaction mixture was cooled to −60° C. where methylazetidine-3-carboxylate hydrochloride (0.25 g, 1.2 eq.), T3P (50% in EtOAc) (1.0 mL, 1.2 eq.) followed by DIPEA (0.48 mL, 2 eq.) were added. The clear reaction mixture was stirred at −60° C. for 45 min. The reaction mixture was concentrated under reduced pressure (25° C., 20 mm Hg) to afford the crude product, which was... The reactants are B(F)(F)F (BF3), [BH4-].[Na+] (NaBH4), BrC1=CC=CC(=N1)C(C(=O)O)(C)NC(=O)OC(C)(C)C (2-(6-bromo-pyridin-2-yl)-2-tert-butoxycarbonylamino-propionic acid), [OH-].[Na+] (NaOH), [BH4-].[Na+] (NaBH4), B(F)(F)F (BF3). Run in CO (MeOH), C1CCOC1 (THF), CCOC(=O)C (EtOAc). Conditions: time 17 hour. Product: C(C)(C)(C)OC(NC(CO)(C)C1=NC(=CC=C1)Br)=O ([1-(6-bromo-pyridin-2-yl)-2-hydroxy-1-methyl-ethyl]-carbamic acid tert-butyl ester), NC(CO)(C)C1=NC(=CC=C1)Br (2-amino-2-(6-bromo-pyridin-2-yl)-propan-1-ol). RXN SMILES: [Br:1][C:2]1[N:7]=[C:6]([C:8]([NH:13][C:14]([O:16][C:17]([CH3:20])([CH3:19])[CH3:18])=[O:15])([CH3:12])[C:9](O)=[O:10])[CH:5]=[CH:4][CH:3]=1.[BH4-].[Na+].B(F)(F)F.[OH-].[Na+]>C1COCC1.CCOC(C)=O.CO>[C:17]([O:16][C:14](=[O:15])[NH:13][C:8]([C:6]1[CH:5]=[CH:4][CH:3]=[C:2]([Br:1])[N:7]=1)([CH3:12])[CH2:9][OH:10])([CH3:18])([CH3:19])[CH3:20].[NH2:13][C:8]([C:6]1[CH:5]=[CH:4][CH:3]=[C:2]([Br:1])[N:7]=1)([CH3:12])[CH2:9][OH:10] |f:1.2,4.5|. Procedure: To a suspension of 2-(6-bromo-pyridin-2-yl)-2-tert-butoxycarbonylamino-propionic acid (14.1 g, 40.8 mmol) in THF (150 ml) was added portionwise NaBH4 (3.45 g, 90.0 mmol) at 0° C. BF3*Et2O soln. (11.39 ml, 12.75 g, 90.0 mmol) was added dropwise over a period of 15 min and the reaction mixture was allowed to stir for 17 h at rt. In order to react remaining starting material, NaBH4 (1.0 g, 26.43 mmol), and BF3*Et2O soln. (3.3 ml, 26.43 mmol) was added at 0° C. and the reaction mixture was stirred a... The reactants are N[C@](CO)(C)C1=CC2=CC=C(C(=C2C=C1)C1=CC=C(C=C1)OC(F)(F)F)O[C@@H]1CC[C@H](CC1)C(C)(C)C ((R)-2-amino-2-(6-(trans-4-tert-butylcyclohexyloxy)-5-(4-(trifluoromethoxy)phenyl)naphthalen-2-yl)propan-1-ol), C(C)(C)(C)[C@@H]1CC[C@H](CC1)OC=1C(=C2C=CC(=CC2=CC1)[C@]1(NC(OC1)=O)C)C1=CC=CC=C1 ((R)-4-(6-(trans-4-tert-butylcyclohexyloxy)-5-phenylnaphthalen-2-yl)-4-methyloxazolidin-2-one). The product is N[C@](CO)(C)C1=CC2=CC=C(C(=C2C=C1)C1=CC=CC=C1)O[C@@H]1CC[C@H](CC1)C(C)(C)C ((R)-2-amino-2-(6-(trans-4-tert-butylcyclohexyloxy)-5-phenylnaphthalen-2-yl)propan-1-ol). Isolated yield 88.0%. Reaction SMILES: [NH2:1][C@@:2]([C:6]1[CH:15]=[CH:14][C:13]2[C:8](=[CH:9][CH:10]=[C:11]([O:27][C@H:28]3[CH2:33][CH2:32][C@H:31]([C:34]([CH3:37])([CH3:36])[CH3:35])[CH2:30][CH2:29]3)[C:12]=2[C:16]2[CH:21]=[CH:20][C:19](OC(F)(F)F)=[CH:18][CH:17]=2)[CH:7]=1)([CH3:5])[CH2:3][OH:4].C([C@H]1CC[C@H](OC2C(C3C=CC=CC=3)=C3C(=CC=2)C=C([C@]2(C)COC(=O)N2)C=C3)CC1)(C)(C)C>>[NH2:1][C@@:2]([C:6]1[CH:15]=[CH:14][C:13]2[C:8](=[CH:9][CH:10]=[C:11]([O:27][C@H:28]3[CH2:29][CH2:30][C@H:31]([C:34]([CH3:37])([CH3:36])[CH3:35])[CH2:32][CH2:33]3)[C:12]=2[C:16]2[CH:17]=[CH:18][CH:19]=[CH:20][CH:21]=2)[CH:7]=1)([CH3:5])[CH2:3][OH:4]. Procedure: (R)-2-amino-2-(6-(trans-4-tert-butylcyclohexyloxy)-5-phenylnaphthalen-2-yl)propan-1-ol was synthesized as per (R)-2-amino-2-(6-(trans-4-tert-butylcyclohexyloxy)-5-(4-(trifluoromethoxy)phenyl)naphthalen-2-yl)propan-1-ol (Example 221) in 88% yield using (R)-4-(6-(trans-4-tert-butylcyclohexyloxy)-5-phenylnaphthalen-2-yl)-4-methyloxazolidin-2-one as starting material. MS: m/z=415.44 [M−NH2]+. 1H NMR (MeOD) δ: 7.93 (s, 1H), 7.88 (d, J=9.0 Hz, 1H), 7.44-7.52 (m, 4H), 7.38-7.44 (m, 2H), 7.29-7.34 (m, 2... The solvent is CN(C=O)C (dimethyl formamide). Procedure details: 16.6 g (0.12 mole) of potassium carbonate and 24 g (0.105 mole) of butyl-p-toluene sulphonate are added to a solution of 19 g (0.10 mole) of 3-isopropyl-6-chlorouracil in 200 ml of dimethyl formamide. The mixture is heated for 1 hour to 80° C. After evaporation of the solvent, the residue is taken up in water, followed by extraction with CH2Cl2. The extract is dried over Na2SO4 and the solvent is evaporated, leaving 24 g of a pale yellow oily product. Isolated yield 98.1%. Starting materials: C([O-])([O-])=O.[K+].[K+] (potassium carbonate), C(CCC)OS(=O)(=O)C1=CC=C(C=C1)C (butyl-p-toluene sulphonate), C(C)(C)N1C(NC(=CC1=O)Cl)=O (3-isopropyl-6-chlorouracil). Product: C(CCC)N1C(=O)N(C(=O)C=C1Cl)C(C)C (1-butyl-3-isopropyl-6-chlorouracil). As a reaction SMILES: C(=O)([O-])[O-].[K+].[K+].C(OS([C:15]1[CH:20]=[CH:19][C:18](C)=CC=1)(=O)=O)CCC.[CH:22]([N:25]1[C:30](=[O:31])[CH:29]=[C:28]([Cl:32])[NH:27][C:26]1=[O:33])([CH3:24])[CH3:23]>CN(C)C=O>[CH2:15]([N:27]1[C:28]([Cl:32])=[CH:29][C:30](=[O:31])[N:25]([CH:22]([CH3:24])[CH3:23])[C:26]1=[O:33])[CH2:20][CH2:19][CH3:18] |f:0.1.2|. The reactants are C1(=CC=CC=C1)CN1O[C@H]2[C@@H](C1)C[C@@H](C2)C(=O)OC(C)(C)C ((±)-1,1-dimethylethyl (3aR,5S,6aR)-2-(phenylmethyl)hexahydro-2H-cyclopenta[d]isoxazole-5-carboxylate). Reagents/catalysts: [OH-].[OH-].[Pd+2] (Pd(OH)2). Solvent: CCO (EtOH). Conditions: time 8 hour. The product is NC[C@H]1C[C@@H](C[C@H]1O)C(=O)OC(C)(C)C ((±)-1,1-Dimethylethyl(1S,3R,4R)-3-(aminomethyl)-4-hydroxycyclopentanecarboxylate). Isolated yield 99.0%. RXN SMILES: C1(C[N:8]2[CH2:12][C@H:11]3[CH2:13][C@H:14]([C:16]([O:18][C:19]([CH3:22])([CH3:21])[CH3:20])=[O:17])[CH2:15][C@H:10]3[O:9]2)C=CC=CC=1>CCO.[OH-].[OH-].[Pd+2]>[NH2:8][CH2:12][C@@H:11]1[C@H:10]([OH:9])[CH2:15][C@@H:14]([C:16]([O:18][C:19]([CH3:22])([CH3:21])[CH3:20])=[O:17])[CH2:13]1 |f:2.3.4|. Procedure: To a solution of (±)-1,1-dimethylethyl (3aR,5S,6aR)-2-(phenylmethyl)hexahydro-2H-cyclopenta[d]isoxazole-5-carboxylate (13.0 g, 42.9 mmole) in EtOH (100 mL) in a Parr flask was added Pd(OH)2 (˜400 mg). The reaction contents were shaken under 50 psi of H2 overnight at RT. The reaction contents were filtered through Celite® (MeOH) and concentrated to give the title compound (7.87, 99%) as a white solid: LC-MS (ES) m/e 216 (M+H)+. Reactants: NCC1=NC=NN1C[C@H]1N(C([C@H]1NC(\C(\C=1N=C(SC1)N)=N/OC(C(=O)O)(C)C)=O)=O)S(=O)(=O)O (2-(((Z)-(2-(((2R,3S)-2-((5-(aminomethyl)-1H-1,2,4-triazol-1-yl)methyl)-4-oxo-1-sulfoazetidin-3-yl)amino)-1-(2-aminothiazol-4-yl)-2-oxoethylidene)amino)oxy)-2-methylpropanoic acid), Cl.N1(N=CC=C1)C(=N)N (pyrazole-1-carboxamidine hydrochloride), CCN(C(C)C)C(C)C (DIPEA). The solvent is CN(C)C=O (DMF). Conditions: time 12 hour. The product is NC=1SC=C(N1)/C(/C(=O)N[C@H]1[C@H](N(C1=O)S(=O)(=O)O)CN1N=CN=C1CNC(=N)N)=N/OC(C(=O)O)(C)C (2-(((Z)-(1-(2-aminothiazol-4-yl)-2-(((2R,3S)-2-((5-(guanidinomethyl)-1H-1,2,4-triazol-1-yl)methyl)-4-oxo-1-sulfoazetidin-3-yl)amino)-2-oxoethylidene)amino)oxy)-2-methylpropanoic acid). Isolated yield 48.2%. RXN SMILES: [NH2:1][CH2:2][C:3]1[N:7]([CH2:8][C@@H:9]2[C@H:12]([NH:13][C:14](=[O:30])/[C:15](=[N:22]\[O:23][C:24]([CH3:29])([CH3:28])[C:25]([OH:27])=[O:26])/[C:16]3[N:17]=[C:18]([NH2:21])[S:19][CH:20]=3)[C:11](=[O:31])[N:10]2[S:32]([OH:35])(=[O:34])=[O:33])[N:6]=[CH:5][N:4]=1.Cl.[N:37]1([C:42](N)=[NH:43])C=CC=N1.CCN(C(C)C)C(C)C>CN(C=O)C>[NH2:21][C:18]1[S:19][CH:20]=[C:16](/[C:15](=[N:22]/[O:23][C:24]([CH3:29])([CH3:28])[C:25]([OH:27])=[O:26])/[C:14]([NH:13][C@@H:12]2[C:11](=[O:31])[N:10]([S:32]([OH:35])(=[O:34])=[O:33])[C@@H:9]2[CH2:8][N:7]2[C:3]([CH2:2][NH:1][C:42]([NH2:43])=[NH:37])=[N:4][CH:5]=[N:6]2)=[O:30])[N:17]=1 |f:1.2|. Reported procedure: To a solution 2-(((Z)-(2-(((2R,3S)-2-((5-(aminomethyl)-1H-1,2,4-triazol-1-yl)methyl)-4-oxo-1-sulfoazetidin-3-yl)amino)-1-(2-aminothiazol-4-yl)-2-oxoethylidene)amino)oxy)-2-methylpropanoic acid (25 mg, 0.047 mmol) and pyrazole-1-carboxamidine hydrochloride (10.9 mg, 0.099 mmol) in DMF (470 μL) was added DIPEA (33 μL, 0.188 mmol). After stirring at rt for 12 h the solution was concentrated in vacuo. Toluene was added and it was reconcentrated (3×). The crude residue was purified by reverse phase p...